This data is from the Open Reaction Database (ORD), a public repository of structured organic reaction records. The task is: describe an organic reaction: reactants, conditions, products, and yield Reactants: CCCC(C)(COC(N)=O)COC(=O)NC(C)C, [Na+], O=C([O-])Cc1ccccc1Nc1c(Cl)cccc1Cl. The product is CCCC(C)(COC(N)=O)COC(=O)NC(C)C, O=C(O)Cc1ccccc1Nc1c(Cl)cccc1Cl. RXN SMILES: [CH3:1][CH2:2][CH2:3][C:4]([CH3:5])([CH2:6][O:7][C:8]([NH2:9])=[O:10])[CH2:11][O:12][C:13](=[O:14])[NH:15][CH:16]([CH3:17])[CH3:18].[Na+:19].[O-:20][C:21](=[O:22])[CH2:23][c:24]1[cH:25][cH:26][cH:27][cH:28][c:29]1[NH:30][c:31]1[c:32]([Cl:33])[cH:34][cH:35][cH:36][c:37]1[Cl:38]>>[CH3:1][CH2:2][CH2:3][C:4]([CH3:5])([CH2:6][O:7][C:8]([NH2:9])=[O:10])[CH2:11][O:12][C:13](=[O:14])[NH:15][CH:16]([CH3:17])[CH3:18].[O:20]=[C:21]([OH:22])[CH2:23][c:24]1[cH:25][cH:26][cH:27][cH:28][c:29]1[NH:30][c:31]1[c:32]([Cl:33])[cH:34][cH:35][cH:36][c:37]1[Cl:38]. Reactants: C1=CC=CC1 (cyclopentadiene), C1=CCCC1 (cyclopentene). Run in C1CCCC1 (cyclopentane). The product is C1C=CC2C1C3CC2C=C3 (dicyclopentadiene). As a reaction SMILES: [CH:1]1[CH2:5][CH:4]=[CH:3][CH:2]=1.[CH:6]1[CH2:10][CH2:9][CH2:8][CH:7]=1>C1CCCC1>[CH2:2]1[CH:1]2[CH:8]3[CH:7]=[CH:6][CH:10]([CH:5]2[CH:4]=[CH:3]1)[CH2:9]3. Reported procedure: In a process for the production of cyclopentene from dicyclopentadiene which comprises splitting dicyclopentadiene under heat to form cyclopentadiene; partially hydrogenating the cyclopentadiene to form a crude cyclopentene containing an impurities fraction boiling at a higher boiling point than cyclopentene and containing cyclopentane; purifying the crude cyclopentene by distillation in which said impurities fraction is separated from the crude cyclopentene; the improvement which comprises recy... Starting materials: C(=O)[O-].[NH4+] (Ammonium formate), C(C)(C)(C)OC(=O)NC1CN(CCC1N1C(C2=CC=CC=C2C1=O)=O)C(=O)OCC1=CC=CC=C1 (benzyl 3-((tert-butoxycarbonyl)amino)-4-(1,3-dioxoisoindolin-2-yl)piperidin-1-carboxylate). Reagents/catalysts: [Pd] (Pd/C). Solvent: C(C)(=O)OCC.CO (ethyl acetate MeOH). Conditions: temperature 60 celsius, time 1 hour. Yields the product O=C1N(C(C2=CC=CC=C12)=O)C1C(CNCC1)NC(OC(C)(C)C)=O (tert-butyl (4-(1,3-dioxoisoindolin-2-yl)piperidin-3-yl)carbamate). Isolated yield 92.8%. RXN SMILES: C([O-])=O.[NH4+].[C:5]([O:9][C:10]([NH:12][CH:13]1[CH:18]([N:19]2[C:27](=[O:28])[C:26]3[C:21](=[CH:22][CH:23]=[CH:24][CH:25]=3)[C:20]2=[O:29])[CH2:17][CH2:16][N:15](C(OCC2C=CC=CC=2)=O)[CH2:14]1)=[O:11])([CH3:8])([CH3:7])[CH3:6]>[Pd].C(OCC)(=O)C.CO>[O:29]=[C:20]1[C:21]2[C:26](=[CH:25][CH:24]=[CH:23][CH:22]=2)[C:27](=[O:28])[N:19]1[CH:18]1[CH2:17][CH2:16][NH:15][CH2:14][CH:13]1[NH:12][C:10](=[O:11])[O:9][C:5]([CH3:7])([CH3:6])[CH3:8] |f:0.1,4.5|. Reported procedure: Ammonium formate (419 mg) and 10% Pd/C (84 mg) were added to an ethyl acetate/MeOH (4 ml/4 ml) solution containing benzyl 3-((tert-butoxycarbonyl)amino)-4-(1,3-dioxoisoindolin-2-yl)piperidin-1-carboxylate (419 mg) obtained in the 1st step, followed by stirring at 60° C. for 1 hour. The reaction solution was cooled to room temperature and insoluble matter was removed through Celite. Filter cake was washed with ethyl acetate and water. Subsequently, the filtrate was mixed with wash liquid and sodi...